This data is from the Open Reaction Database (ORD), a public repository of structured organic reaction records. The task is: describe an organic reaction: reactants, conditions, products, and yield The reactants are C(C)(=O)NC=1C(=C(C(=O)OC)C(=CC1)\C=C\C(=O)OC)[N+](=O)[O-] (methyl 3-(acetylamino)-6-[(1E)-3-methoxy-3-oxoprop-1-en-1-yl]-2-nitrobenzoate). The reagents and catalysts are [C].[Pd] (palladium-carbon). The solvent is CO (methanol). Conditions: time 5 hour. Product: C(C)(=O)NC=1C(=C(C(=O)OC)C(=CC1)CCC(=O)OC)N (methyl 3-(acetylamino)-2-amino-6-(3-methoxy-3-oxopropyl)benzoate). The yield is 82.3%. Reaction SMILES: [C:1]([NH:4][C:5]1[C:6]([N+:21]([O-])=O)=[C:7]([C:12](/[CH:15]=[CH:16]/[C:17]([O:19][CH3:20])=[O:18])=[CH:13][CH:14]=1)[C:8]([O:10][CH3:11])=[O:9])(=[O:3])[CH3:2]>CO.[C].[Pd]>[C:1]([NH:4][C:5]1[C:6]([NH2:21])=[C:7]([C:12]([CH2:15][CH2:16][C:17]([O:19][CH3:20])=[O:18])=[CH:13][CH:14]=1)[C:8]([O:10][CH3:11])=[O:9])(=[O:3])[CH3:2] |f:2.3|. Procedure details: To a solution of methyl 3-(acetylamino)-6-[(1E)-3-methoxy-3-oxoprop-1-en-1-yl]-2-nitrobenzoate (686 mg, 2.13 mmol) in methanol (20 mL) was added palladium-carbon powder (20 mg), and the mixture was stirred under a hydrogen atmosphere at room temperature for 5 hr. The catalyst was filtered off, and the filtrate was concentrated under reduced pressure to give the title compound (516 mg, yield 82%). Reactants: TEA, C(C)(C)(C)OC(N[C@@H](CO)C)=O ((R)-(2-hydroxy-1-methyl-ethyl)-carbamic acid tert-butyl ester), C(C(=O)Cl)(=O)Cl (oxalyl chloride), CS(=O)C (DMSO). Solvent: C(Cl)Cl (CH2Cl2), C(Cl)Cl (CH2Cl2). Product: C(C)(C)(C)OC(NC(C=O)C)=O ((1-methyl-2-oxo-ethyl)-carbamic acid tert-butyl ester). The yield is 101.3%. RXN SMILES: [C:1]([O:5][C:6](=[O:12])[NH:7][C@H:8]([CH3:11])[CH2:9][OH:10])([CH3:4])([CH3:3])[CH3:2].C(Cl)(=O)C(Cl)=O.CS(C)=O>C(Cl)Cl>[C:1]([O:5][C:6](=[O:12])[NH:7][CH:8]([CH3:11])[CH:9]=[O:10])([CH3:4])([CH3:2])[CH3:3]. Reported procedure: (R)-(2-hydroxy-1-methyl-ethyl)-carbamic acid tert-butyl ester (2.0 g, 11.4 mmol) in 10 mL of CH2Cl2 was added dropwise to a stirred solution of oxalyl chloride (1.1 mL, 12.6 mmol) and DMSO (1.62 mL, 22.8 mmole) in 20 mL of CH2Cl2 at −60° C. The reaction mixture was stirred for 5 minutes before TEA (5.6 ml, 57.1 mmole) was added slowly. The resultant reaction mixture was warmed to room temperature over 1 hour. The organics were washed with water, and the aqueous fractions back extracted with CH2C... Starting materials: C(CCC)[Li] (Butyl lithium), solution, II (iodine), [Si](C)(C)(C(C)(C)C)O[C@@H](CC=O)\C(=C\C=1N=C(SC1)C)\C ((S,4E)3-(tert-Butyldimethylsilyloxy)-4-methyl-5-(2-methylthiazol-4-yl)-pent-4-en-1-al), solution, C[Si]([N-][Si](C)(C)C)(C)C.[Na+] (sodium hexamethyidisilazide). Reagents/catalysts: [I-].C(C)[P+](C1=CC=CC=C1)(C1=CC=CC=C1)C1=CC=CC=C1 (ethyl triphenylphosphonium iodide). Run in hexanes, C1CCOC1 (THF), C1CCOC1 (THF), C1CCOC1 (THF). Reaction conditions: temperature 0 celsius, time 30 minute. Yields the product [Si](C)(C)(C(C)(C)C)O[C@@H](C\C=C(\C)/I)\C(=C\C=1N=C(SC1)C)\C ((S,2Z,6E)-5-(tert-butyldimethylsilyloxy)-2-iodo-6-methyl-7-(2-methylthiazol-4-yl)-hepta-2.6-diene). Isolated yield 54.0%. As a reaction SMILES: C([Li])C[CH2:3][CH3:4].[I:6]I.C[Si](C)(C)[N-][Si](C)(C)C.[Na+].[Si:18]([O:25][C@H:26](/[C:30](/[CH3:38])=[CH:31]/[C:32]1[N:33]=[C:34]([CH3:37])[S:35][CH:36]=1)[CH2:27][CH:28]=O)([C:21]([CH3:24])([CH3:23])[CH3:22])([CH3:20])[CH3:19]>[I-].C([P+](C1C=CC=CC=1)(C1C=CC=CC=1)C1C=CC=CC=1)C.C1COCC1>[Si:18]([O:25][C@H:26](/[C:30](/[CH3:38])=[CH:31]/[C:32]1[N:33]=[C:34]([CH3:37])[S:35][CH:36]=1)[CH2:27]/[CH:28]=[C:3](\[I:6])/[CH3:4])([C:21]([CH3:24])([CH3:23])[CH3:22])([CH3:20])[CH3:19] |f:2.3,5.6|. Procedure: Butyl lithium (5.14 ml [12.86 mmol, 1.96 equiv] of a 2.5 M solution in hexanes) is added dropwise to a stirred suspension of ethyl triphenylphosphonium iodide (13.12 mmol, 2.0 equiv) in 60 ml of THF cooled to 0° C. The resulting clear red ylide solution is added dropwise to a rapidly stirred solution of iodine (3.163 g,12.46 mmol, 1.90 equiv) in 90 ml of THF cooled to −78° C. The resulting yellow suspension is stirred vigorously for 10 min at −78° C. and for 30 min at −30 to −40° C. 11.81 ml (11... The reactants are COC=1C=C(C=CC1OC)CCNO (N-[2-(3,4-dimethoxyphenyl)ethyl]-N-hydroxyamine), C(C(=O)N)(=O)O (oxamic acid), CN1CCOCC1 (N-methylmorpholine), ClC(=O)OCC (ethyl chloroformate), [Cl-].[NH4+] (ammonium chloride). Solvent: COCCOC (1,2-dimethoxyethane), COCCOC (1,2-dimethoxyethane). Run at time 1 hour. The product is COC=1C=C(C=CC1OC)CCN(C(=O)C(=O)N)O (N-[2-(3,4-Dimethoxyphenyl)ethyl]-N-hydroxyoxamide). Isolated yield 17.4%. Reaction SMILES: [C:1]([OH:6])(=O)[C:2]([NH2:4])=[O:3].CN1CCOCC1.ClC(OCC)=O.[CH3:20][O:21][C:22]1[CH:23]=[C:24]([CH2:30][CH2:31][NH:32][OH:33])[CH:25]=[CH:26][C:27]=1[O:28][CH3:29].[Cl-].[NH4+]>COCCOC>[CH3:20][O:21][C:22]1[CH:23]=[C:24]([CH2:30][CH2:31][N:32]([OH:33])[C:1]([C:2]([NH2:4])=[O:3])=[O:6])[CH:25]=[CH:26][C:27]=1[O:28][CH3:29] |f:4.5|. Reported procedure: N-[2-(3,4-Dimethoxyphenyl)ethyl]-N-hydroxamide. To a suspension of oxamic acid (195 mg, 2.21 mmol) in 1,2-dimethoxyethane (7 mL) under an argon atmosphere was added dropwise N-methylmorpholine (0.27 mL, 2.42 mmol), followed by ethyl chloroformate (0.23 mL, 2.42 mmol). After stirring for 1 h at room temperature, a solution of N-[2-(3,4-dimethoxyphenyl)ethyl]-N-hydroxyamine (417 mg, 2.10 mmol) in 1,2-dimethoxyethane (5 mL) was added, and the resulting mixture was stirred for 4 h. Saturated aqueous...